This data is from the Open Reaction Database (ORD), a public repository of structured organic reaction records. The task is: describe an organic reaction: reactants, conditions, products, and yield Starting materials: FC1=CC=C(C=C1)N1C=CC2=CC(=CC=C12)CCCOS(=O)(=O)C (Methanesulfonic acid 3-[1-(4-fluoro-phenyl)-1H-indol-5-yl]-propyl ester), C(C=C)CN (N-allylmethylamine), CN(C)C=O (DMF). The product is C(C=C)N(C)CCCC=1C=C2C=CN(C2=CC1)C1=CC=C(C=C1)F (Allyl-{3-[1-(4-fluoro-phenyl)-1H-indol-5-yl]-propyl}-methyl-amine). Yield: 76.0%. RXN SMILES: [F:1][C:2]1[CH:7]=[CH:6][C:5]([N:8]2[C:16]3[C:11](=[CH:12][C:13]([CH2:17][CH2:18][CH2:19]OS(C)(=O)=O)=[CH:14][CH:15]=3)[CH:10]=[CH:9]2)=[CH:4][CH:3]=1.[CH2:25]([CH2:28][NH2:29])[CH:26]=C.[CH3:30]N(C=O)C>>[CH2:28]([N:29]([CH2:19][CH2:18][CH2:17][C:13]1[CH:12]=[C:11]2[C:16](=[CH:15][CH:14]=1)[N:8]([C:5]1[CH:6]=[CH:7][C:2]([F:1])=[CH:3][CH:4]=1)[CH:9]=[CH:10]2)[CH3:30])[CH:25]=[CH2:26]. Procedure details: 150 mg (0.43 mmol) Methanesulfonic acid 3-[1-(4-fluoro-phenyl)-1H-indol-5-yl]-propyl ester and 0.5 ml N-allylmethylamine in 1 ml DMF were stirred at 60° C. for 1 h. The solution was concentrated and dissolved in water, ether and 0.5M NaOH was added. The inorganic phase was extracted with ether and the combined organic phases were washed with water and dried over Na2SO4. Column chromatography with CH2Cl2/MeOH 19:1 yielded 105 mg (76%) Allyl-{3-[1-(4-fluoro-phenyl)-1H-indol-5-yl]-propyl}-methyl-am... Starting materials: COC1=CC=C(N)C=C1 (4-methoxyaniline), ferric chloride, C(=C)C(=O)C (methyl vinyl ketone). Reagents/catalysts: [Cl-].[Zn+2].[Cl-] (zinc chloride). Run in C(C)(=O)O (acetic acid). Run at temperature 70 celsius, time 5 minute. Yields the product COC=1C=C2C(=CC=NC2=CC1)C (6-Methoxy-4-Methylquinoline). The yield is 58.0%. RXN SMILES: [CH3:1][O:2][C:3]1[CH:9]=[CH:8][C:6]([NH2:7])=[CH:5][CH:4]=1.[CH:10]([C:12]([CH3:14])=O)=[CH2:11]>C(O)(=O)C.[Cl-].[Zn+2].[Cl-]>[CH3:1][O:2][C:3]1[CH:9]=[C:8]2[C:6](=[CH:5][CH:4]=1)[N:7]=[CH:11][CH:10]=[C:12]2[CH3:14] |f:3.4.5|. Procedure details: To a stirred solution of 4-methoxyaniline (1 g. 8.1 mmol.) in acetic acid (10 ml), activated silferc (1.3 g., ferric chloride 8.1 mmol) was added under nitrogen atmosphere. The reaction mixture was stirred for 5 minutes and methyl vinyl ketone (MVK) (0.62 g, 8.9 mmol) was added slowly over a period of 15 minutes. The reaction mixture was heated to 70° C. and maintained between 70-75° C. for one hour. Anhydrous zinc chloride (1.1 g. 8.1 mmol) was added and the reaction was further refluxed for tw... Reactants: C(C)(C)(C)OC(=O)N1C[C@H]([C@@H](C1)CN(C(C1=CC(=C(C=C1)OC)OCCCOC)=O)C(C)C)CN(C1CC1)C(CC(C)(C)NC(C)=O)=O ((3R,4R)-3-{[(3-acetylamino-3-methyl-butyryl)-cyclopropyl-amino]-methyl}-4-({isopropyl-[4-methoxy-3-(3-methoxy-propoxy)-benzoyl]-amino}-methyl)-pyrrolidine-1-carboxylic acid tert-butyl ester), C(=O)(O)[O-].[Na+] (NaHCO3). The reagents and catalysts are [Zn+2].[Br-].[Br-] (ZnBr2), [Zn+2].[Br-].[Br-] (ZnBr2). The solvent is ClCCCl (1,2-dichloroethane). Conditions: temperature 55 celsius, time 16 hour. The product is C(C)(=O)NC(CC(=O)N(C1CC1)C[C@H]1[C@@H](CNC1)CN(C(C1=CC(=C(C=C1)OC)OCCCOC)=O)C(C)C)(C)C (N-((3S,4S)-4-{[(3-Acetylamino-3-methyl-butyryl)-cyclopropyl-amino]-methyl}-pyrrolidin-3-ylmethyl)-N-isopropyl-4-methoxy-3-(3-methoxy-propoxy)-benzamide). Reaction SMILES: C(OC([N:8]1[CH2:12][C@@H:11]([CH2:13][N:14]([CH:31]([CH3:33])[CH3:32])[C:15](=[O:30])[C:16]2[CH:21]=[CH:20][C:19]([O:22][CH3:23])=[C:18]([O:24][CH2:25][CH2:26][CH2:27][O:28][CH3:29])[CH:17]=2)[C@H:10]([CH2:34][N:35]([C:39](=[O:48])[CH2:40][C:41]([NH:44][C:45](=[O:47])[CH3:46])([CH3:43])[CH3:42])[CH:36]2[CH2:38][CH2:37]2)[CH2:9]1)=O)(C)(C)C.C([O-])(O)=O.[Na+]>ClCCCl.[Zn+2].[Br-].[Br-]>[C:45]([NH:44][C:41]([CH3:42])([CH3:43])[CH2:40][C:39]([N:35]([CH2:34][C@@H:10]1[CH2:9][NH:8][CH2:12][C@H:11]1[CH2:13][N:14]([CH:31]([CH3:32])[CH3:33])[C:15](=[O:30])[C:16]1[CH:21]=[CH:20][C:19]([O:22][CH3:23])=[C:18]([O:24][CH2:25][CH2:26][CH2:27][O:28][CH3:29])[CH:17]=1)[CH:36]1[CH2:38][CH2:37]1)=[O:48])(=[O:47])[CH3:46] |f:1.2,4.5.6|. Procedure: ZnBr2 (110 mg, 0.49 mmol) is added to a solution of (3R,4R)-3-{[(3-acetylamino-3-methyl-butyryl)-cyclopropyl-amino]-methyl}-4-({isopropyl-[4-methoxy-3-(3-methoxy-propoxy)-benzoyl]-amino}-methyl)-pyrrolidine-1-carboxylic acid tert-butyl ester (150 mg, 0.22 mmol) in 1,2-dichloroethane (5 mL) and the resulting suspension is stirred at 55° C. for 16 h. In order to drive the reaction to completion another portion of ZnBr2 (50 mg, 0.22 mmol) is added and heating is continued for another 24 h. For work... RXN SMILES: [Br:20][N:21]1[C:22](=[O:23])[CH2:24][CH2:25][C:26]1=[O:27].[Cl:28][c:29]1[cH:30][c:31]([CH2:36][OH:37])[cH:32][n:33][c:34]1[Cl:35].[Cl:38][CH2:39][Cl:40].[c:1]1([P:2]([c:3]2[cH:4][cH:5][cH:6][cH:7][cH:8]2)[c:9]2[cH:10][cH:11][cH:12][cH:13][cH:14]2)[cH:15][cH:16][cH:17][cH:18][cH:19]1>>[Br:20][CH2:36][c:31]1[cH:30][c:29]([Cl:28])[c:34]([Cl:35])[n:33][cH:32]1. The reactants are O=C1CCC(=O)N1Br, OCc1cnc(Cl)c(Cl)c1, ClCCl, c1ccc(P(c2ccccc2)c2ccccc2)cc1. Product: Clc1cc(CBr)cnc1Cl. Reactants: C(C1=CC=CC=C1)N1CC(C(C1)C1=CC(=C(C=C1)Cl)Cl)COC1=CC=C(C=C1)Cl ((3SR,4RS)-1-benzyl-3-(4-chloro-phenoxymethyl)-4-(3,4-dichloro-phenyl)-pyrrolidine), ClC(=O)OCC(Cl)(Cl)Cl (2,2,2-trichloroethyl chloroformate). The solvent is CC#N (CH3CN). Reaction conditions: time 2 hour. Yields the product ClC1=CC=C(OCC2CNCC2C2=CC(=C(C=C2)Cl)Cl)C=C1 ((3SR,4RS)-3-(4-Chloro-phenoxymethyl)-4-(3,4-dichloro-phenyl)-pyrrolidine). Isolated yield 75.5%. Reaction SMILES: C([N:8]1[CH2:12][CH:11]([C:13]2[CH:18]=[CH:17][C:16]([Cl:19])=[C:15]([Cl:20])[CH:14]=2)[CH:10]([CH2:21][O:22][C:23]2[CH:28]=[CH:27][C:26]([Cl:29])=[CH:25][CH:24]=2)[CH2:9]1)C1C=CC=CC=1.ClC(OCC(Cl)(Cl)Cl)=O>CC#N>[Cl:29][C:26]1[CH:25]=[CH:24][C:23]([O:22][CH2:21][CH:10]2[CH:11]([C:13]3[CH:18]=[CH:17][C:16]([Cl:19])=[C:15]([Cl:20])[CH:14]=3)[CH2:12][NH:8][CH2:9]2)=[CH:28][CH:27]=1. Procedure details: To a solution of (3SR,4RS)-1-benzyl-3-(4-chloro-phenoxymethyl)-4-(3,4-dichloro-phenyl)-pyrrolidine 350 mg (0.78 mmol) dissolved in CH3CN (8 mL) was added 0.12 mL (0.86 mmol) of 2,2,2-trichloroethyl chloroformate and stirring was continued for 2 hours at RT. Volatiles were removed under vacuo, and the crude residue was dissolved in AcOH (5 mL) before a total of 200 mg of Zn dust was added portion wise. After three hours at RT, the reaction mixture was filtered on celite, the solvent removed under...